The task is: describe an organic reaction: reactants, conditions, products, and yield. This data is from the Open Reaction Database (ORD), a public repository of structured organic reaction records. Reactants: COC(=O)CC(NC(=O)OC(C)(C)C)c1cccc(F)c1, CC(C)C[AlH]CC(C)C, CO, ClCCl, Cl. Product: CC(C)(C)OC(=O)NC(CC=O)c1cccc(F)c1. As a reaction SMILES: [C:10]([CH3:11])([CH3:12])([CH3:13])[O:14][C:15](=[O:16])[NH:17][CH:18]([CH2:19][C:20](=[O:21])[O:22][CH3:23])[c:24]1[cH:25][c:26]([F:30])[cH:27][cH:28][cH:29]1.[CH3:1][CH:2]([CH2:3][AlH:4][CH2:5][CH:6]([CH3:7])[CH3:8])[CH3:9].[CH3:31][OH:32].[Cl:34][CH2:35][Cl:36].[ClH:33]>>[C:10]([CH3:11])([CH3:12])([CH3:13])[O:14][C:15](=[O:16])[NH:17][CH:18]([CH2:19][CH:20]=[O:21])[c:24]1[cH:25][c:26]([F:30])[cH:27][cH:28][cH:29]1.